This data is from the Open Reaction Database (ORD), a public repository of structured organic reaction records. The task is: describe an organic reaction: reactants, conditions, products, and yield Reactants: CC[O-], CC[O-], CC[O-], CC[O-], CCCC(CC(O)(C=O)C(F)(F)F)c1cccc(F)c1OC, Cc1ncc2c(N)cc(F)cc2n1, [Ti+4]. Yields the product CCCC(CC(O)(C=Nc1cc(F)cc2nc(C)ncc12)C(F)(F)F)c1cccc(F)c1OC. Reaction SMILES: [CH3:36][CH2:37][O-:38].[CH3:39][CH2:40][O-:41].[CH3:42][CH2:43][O-:44].[CH3:45][CH2:46][O-:47].[F:1][c:2]1[c:3]([O:21][CH3:22])[c:4]([CH:8]([CH2:9][C:10]([CH:11]=[O:12])([C:13]([F:14])([F:15])[F:16])[OH:17])[CH2:18][CH2:19][CH3:20])[cH:5][cH:6][cH:7]1.[NH2:23][c:24]1[c:25]2[cH:26][n:27][c:28]([CH3:35])[n:29][c:30]2[cH:31][c:32]([F:34])[cH:33]1.[Ti+4:48]>>[F:1][c:2]1[c:3]([O:21][CH3:22])[c:4]([CH:8]([CH2:9][C:10]([CH:11]=[N:23][c:24]2[c:25]3[cH:26][n:27][c:28]([CH3:35])[n:29][c:30]3[cH:31][c:32]([F:34])[cH:33]2)([C:13]([F:14])([F:15])[F:16])[OH:17])[CH2:18][CH2:19][CH3:20])[cH:5][cH:6][cH:7]1. Starting materials: [BH4-], CCOC(C(=O)NCc1ccc(C#N)cc1)c1c(F)ccc(C=O)c1F, CCO, Nc1ccccc1, [Na+]. Product: CCOC(C(=O)NCc1ccc(C#N)cc1)c1c(F)ccc(CNc2ccccc2)c1F. As a reaction SMILES: [BH4-:34].[C:1](#[N:2])[c:3]1[cH:4][cH:5][c:6]([CH2:7][NH:8][C:9]([CH:10]([O:11][CH2:12][CH3:13])[c:14]2[c:15]([F:23])[c:16]([CH:21]=[O:22])[cH:17][cH:18][c:19]2[F:20])=[O:24])[cH:25][cH:26]1.[CH3:36][CH2:37][OH:38].[NH2:27][c:28]1[cH:29][cH:30][cH:31][cH:32][cH:33]1.[Na+:35]>>[C:1](#[N:2])[c:3]1[cH:4][cH:5][c:6]([CH2:7][NH:8][C:9]([CH:10]([O:11][CH2:12][CH3:13])[c:14]2[c:15]([F:23])[c:16]([CH2:21][NH:27][c:28]3[cH:29][cH:30][cH:31][cH:32][cH:33]3)[cH:17][cH:18][c:19]2[F:20])=[O:24])[cH:25][cH:26]1.